From a dataset of the Open Reaction Database (ORD), a public repository of structured organic reaction records. describe an organic reaction: reactants, conditions, products, and yield Reactants: CCOCC, CC(=O)O, Cl, CC1CC(N(Cc2ccccc2)Cc2ccccc2)CCC1N=[N+]=[N-]. The product is CC1CC(N(Cc2ccccc2)Cc2ccccc2)CCC1N. RXN SMILES: [CH2:31]([O:32][CH2:33][CH3:34])[CH3:35].[CH3:26][C:27](=[O:28])[OH:29].[ClH:30].[N:1](=[N+:2]=[N-:3])[CH:4]1[CH:5]([CH3:25])[CH2:6][CH:7]([N:10]([CH2:11][c:12]2[cH:13][cH:14][cH:15][cH:16][cH:17]2)[CH2:18][c:19]2[cH:20][cH:21][cH:22][cH:23][cH:24]2)[CH2:8][CH2:9]1>>[NH2:1][CH:4]1[CH:5]([CH3:25])[CH2:6][CH:7]([N:10]([CH2:11][c:12]2[cH:13][cH:14][cH:15][cH:16][cH:17]2)[CH2:18][c:19]2[cH:20][cH:21][cH:22][cH:23][cH:24]2)[CH2:8][CH2:9]1.